describe an organic reaction: reactants, conditions, products, and yield From a dataset of the Open Reaction Database (ORD), a public repository of structured organic reaction records. The reactants are CN1C(=C(C(=C1C)C(=O)OCC)C)C(CC#N)=O (1,3,5-trimethyl-4-ethoxycarbonyl-β-oxo-2-pyrrolpropionitrile), C1(=CC=CC=C1)N=C=O (phenylisocyanate). The solvent is C1(=CC=CC=C1)C (toluene), C(C)N(CC)CC (triethylamine). The product is CN1C(=C(C(=C1C)C(=O)OCC)C)C(C(C#N)C(NC1=CC=CC=C1)=O)=O (1,3,5-trimethyl-4-ethoxycarbonyl-β-oxo-α-phenylcarbamoyl-2-pyrrolpropionitrile). As a reaction SMILES: [CH3:1][N:2]1[C:6]([CH3:7])=[C:5]([C:8]([O:10][CH2:11][CH3:12])=[O:9])[C:4]([CH3:13])=[C:3]1[C:14](=[O:18])[CH2:15][C:16]#[N:17].[C:19]1([N:25]=[C:26]=[O:27])[CH:24]=[CH:23][CH:22]=[CH:21][CH:20]=1>C1(C)C=CC=CC=1.C(N(CC)CC)C>[CH3:1][N:2]1[C:6]([CH3:7])=[C:5]([C:8]([O:10][CH2:11][CH3:12])=[O:9])[C:4]([CH3:13])=[C:3]1[C:14](=[O:18])[CH:15]([C:26](=[O:27])[NH:25][C:19]1[CH:24]=[CH:23][CH:22]=[CH:21][CH:20]=1)[C:16]#[N:17]. Reported procedure: To the solution of 1.6 g of 1,3,5-trimethyl-4-ethoxycarbonyl-β-oxo-2-pyrrolpropionitrile in 30 ml of dry toluene and 0.8 g of anhydrous triethylamine, 0.8 g of phenylisocyanate are added while stirring. The mixture is allowed to stand 10 minues at the steam cone and at room temperature overnight. It is evaporated, the residue taken up in methanol and the solution treated with 2 ml of 5 N hydrochloric acid and 200 ml of water. The crystals formed are collected, washed with water, triturated with ... Starting materials: ClC1=CC=C(N=N1)C(=O)OC (methyl 6-chloropyridazine-3-carboxylate), OC(C[C@@]1(CCN(C(O1)=O)[C@@H](C)C1=CC=C(C=C1)B1OC(C(O1)(C)C)(C)C)C1=CC=CC=C1)(C)C ((S)-6-(2-hydroxy-2-methylpropyl)-6-phenyl-3-((S)-1-(4-(4,4,5,5-tetramethyl-1,3,2-dioxaborolan-2-yl)phenyl)-ethyl)-1,3-oxazinan-2-one), C(=O)(O)[O-].[Na+] (NaHCO3). The reagents and catalysts are C=1C=CC(=CC1)[P](C=2C=CC=CC2)(C=3C=CC=CC3)[Pd]([P](C=4C=CC=CC4)(C=5C=CC=CC5)C=6C=CC=CC6)([P](C=7C=CC=CC7)(C=8C=CC=CC8)C=9C=CC=CC9)[P](C=1C=CC=CC1)(C=1C=CC=CC1)C=1C=CC=CC1 (Pd(PPh3)4). Solvent: COCCOC (DME), CCO (EtOH). Run at temperature 100 celsius, time 2 hour. Product: OC(C[C@@]1(CCN(C(O1)=O)[C@@H](C)C1=CC=C(C=C1)C1=CC=C(N=N1)C(=O)O)C1=CC=CC=C1)(C)C (6-(4-((S)-1-((S)-6-(2-hydroxy-2-methylpropyl)-2-oxo-6-phenyl-1,3-oxazinan-3-yl)-ethyl)-phenyl)-pyridazine-3-carboxylic acid). Yield: 66.2%. As a reaction SMILES: Cl[C:2]1[N:7]=[N:6][C:5]([C:8]([O:10]C)=[O:9])=[CH:4][CH:3]=1.[OH:12][C:13]([CH3:46])([CH3:45])[CH2:14][C@@:15]1([C:39]2[CH:44]=[CH:43][CH:42]=[CH:41][CH:40]=2)[O:20][C:19](=[O:21])[N:18]([C@H:22]([C:24]2[CH:29]=[CH:28][C:27](B3OC(C)(C)C(C)(C)O3)=[CH:26][CH:25]=2)[CH3:23])[CH2:17][CH2:16]1.C([O-])(O)=O.[Na+]>COCCOC.CCO.C1C=CC([P]([Pd]([P](C2C=CC=CC=2)(C2C=CC=CC=2)C2C=CC=CC=2)([P](C2C=CC=CC=2)(C2C=CC=CC=2)C2C=CC=CC=2)[P](C2C=CC=CC=2)(C2C=CC=CC=2)C2C=CC=CC=2)(C2C=CC=CC=2)C2C=CC=CC=2)=CC=1>[OH:12][C:13]([CH3:45])([CH3:46])[CH2:14][C@@:15]1([C:39]2[CH:44]=[CH:43][CH:42]=[CH:41][CH:40]=2)[O:20][C:19](=[O:21])[N:18]([C@H:22]([C:24]2[CH:25]=[CH:26][C:27]([C:2]3[N:7]=[N:6][C:5]([C:8]([OH:10])=[O:9])=[CH:4][CH:3]=3)=[CH:28][CH:29]=2)[CH3:23])[CH2:17][CH2:16]1 |f:2.3,^1:64,66,85,104|. Procedure details: To a solution of methyl 6-chloropyridazine-3-carboxylate (36 mg, 0.2 mmol) in DME (6 mL) was added Pd(PPh3)4 (20 mg, 0.02 mmol) under N2. The mixture was stirred at room temperature for 1 h. (S)-6-(2-hydroxy-2-methylpropyl)-6-phenyl-3-((S)-1-(4-(4,4,5,5-tetramethyl-1,3,2-dioxaborolan-2-yl)phenyl)-ethyl)-1,3-oxazinan-2-one (96 mg, 0.2 mmol) in EtOH (2 mL) and satd aq NaHCO3 (2 mL) were added. The mixture was stirred at 100° C. for another 2 h under N2. The reaction mixture was quenched by additio... Starting materials: C1(=CC=C(C=C1)S(=O)(=O)O)C (p-toluenesulfonic acid), C1(=CC=CC=C1)C (toluene), O=C1CCN2CCC3=C(C2C1)C=CC=C3 (1,3,4,6,7,11b-hexahydro-2-oxo-2H-benzo[a]quinolizine), CC(=O)NC1=CC=C(C=C1)N (4-aminoacetanilide). The solvent is O (water), CN(C=O)C (dimethylformamide). Run at time 1 hour. Product: C(C)(=O)NC1=CC=C(NC2CCN3CCC4=C(C3C2)C=CC=C4)C=C1 (2-(4-Acetylaminoanilino)-1,3,4,6,7,11b-hexahydro-2H-benzo[a]quinolizine). Isolated yield 14.9%. RXN SMILES: O=[C:2]1[CH2:11][CH:10]2[N:5]([CH2:6][CH2:7][C:8]3[CH:15]=[CH:14][CH:13]=[CH:12][C:9]=32)[CH2:4][CH2:3]1.[CH3:16][C:17]([NH:19][C:20]1[CH:25]=[CH:24][C:23]([NH2:26])=[CH:22][CH:21]=1)=[O:18].C1(C)C=CC(S(O)(=O)=O)=CC=1.C1(C)C=CC=CC=1>O.CN(C)C=O>[C:17]([NH:19][C:20]1[CH:25]=[CH:24][C:23]([NH:26][CH:2]2[CH2:11][CH:10]3[N:5]([CH2:6][CH2:7][C:8]4[CH:15]=[CH:14][CH:13]=[CH:12][C:9]=43)[CH2:4][CH2:3]2)=[CH:22][CH:21]=1)(=[O:18])[CH3:16]. Reported procedure: A mixture of 1,3,4,6,7,11b-hexahydro-2-oxo-2H-benzo[a]quinolizine (8 g, 0.04 mole; prepared as described by Beke et al), 4-aminoacetanilide (6 g, 0.04 mole), a catalytic amount of p-toluenesulfonic acid (TsOH), 150 ml of toluene and 25 ml of dimethylformamide (DMF) was refluxed for 18 hours with the water produced being collected in a Dean-Stark trap. The solvent was removed in vacuo and the concentrate dissolved in 150 ml of methanol and cooled in an ice bath whereupon 8 g of NaBH4 was added in... The yield is 69.0%. Yields the product C(C)(C)(C)OC(NC1=C(C=C(C(=C1)C)C(F)(F)F)[N+](=O)[O-])=O ((5-Methyl-2-nitro-4-trifluoromethyl-phenyl)-carbamic acid tert-butyl ester). Solvent: O1CCOCC1.O (dioxane water). Reaction conditions: time 15 hour. Reactants: C(C)(C)(C)OC(NC1=C(C=C(C(=C1)Cl)C(F)(F)F)[N+](=O)[O-])=O ((5-chloro-2-nitro-4-trifluoromethyl-phenyl)-carbamic acid tert-butyl ester), C([O-])([O-])=O.[K+].[K+] (potassium carbonate), CB1OB(OB(O1)C)C (trimethylboroxine). As a reaction SMILES: [C:1]([O:5][C:6](=[O:22])[NH:7][C:8]1[CH:13]=[C:12](Cl)[C:11]([C:15]([F:18])([F:17])[F:16])=[CH:10][C:9]=1[N+:19]([O-:21])=[O:20])([CH3:4])([CH3:3])[CH3:2].[C:23](=O)([O-])[O-].[K+].[K+].CB1OB(C)OB(C)O1>O1CCOCC1.O.C1C=CC([P]([Pd]([P](C2C=CC=CC=2)(C2C=CC=CC=2)C2C=CC=CC=2)([P](C2C=CC=CC=2)(C2C=CC=CC=2)C2C=CC=CC=2)[P](C2C=CC=CC=2)(C2C=CC=CC=2)C2C=CC=CC=2)(C2C=CC=CC=2)C2C=CC=CC=2)=CC=1>[C:1]([O:5][C:6](=[O:22])[NH:7][C:8]1[CH:13]=[C:12]([CH3:23])[C:11]([C:15]([F:18])([F:17])[F:16])=[CH:10][C:9]=1[N+:19]([O-:21])=[O:20])([CH3:4])([CH3:3])[CH3:2] |f:1.2.3,5.6,^1:48,50,69,88|. Procedure details: To a suspension of (5-chloro-2-nitro-4-trifluoromethyl-phenyl)-carbamic acid tert-butyl ester (Example A1) (5.00 g, 14.7 mmol), tetrakis(triphenylphosphine)palladium (1.70 g, 1.47 mmol) and potassium carbonate (6.09 g, 44.1 mmol) in dioxane/water (9:1; 50 ml) was added at RT trimethylboroxine (2.04 ml, 14.7 mmol). The reaction mixture was stirred under reflux conditions for 15 h, filtered, evaporated and purified by column chromato-graphy on silica gel (hexane/ethyl acetate 9:1) to yield a light... The reagents and catalysts are C=1C=CC(=CC1)[P](C=2C=CC=CC2)(C=3C=CC=CC3)[Pd]([P](C=4C=CC=CC4)(C=5C=CC=CC5)C=6C=CC=CC6)([P](C=7C=CC=CC7)(C=8C=CC=CC8)C=9C=CC=CC9)[P](C=1C=CC=CC1)(C=1C=CC=CC1)C=1C=CC=CC1 (tetrakis(triphenylphosphine)palladium). Starting materials: C1=C(C=CC=C1O)C (m-cresol), [Si](C)(C)(C(C)(C)C)Cl (tert-butyldimethylsilyl chloride). Run in C(Cl)Cl (CH2Cl2). Run at time 8 hour. Yields the product C(C)(C)(C)[Si](OC=1C=C(C=CC1)C)(C)C (tert-butyldimethyl(m-tolyloxy)silane). Yield: 61.4%. As a reaction SMILES: [CH:1]1[C:6]([OH:7])=[CH:5][CH:4]=[CH:3][C:2]=1[CH3:8].[Si:9](Cl)([C:12]([CH3:15])([CH3:14])[CH3:13])([CH3:11])[CH3:10]>C(Cl)Cl>[C:12]([Si:9]([CH3:11])([CH3:10])[O:7][C:6]1[CH:1]=[C:2]([CH3:8])[CH:3]=[CH:4][CH:5]=1)([CH3:15])([CH3:14])[CH3:13]. Procedure details: To a solution of m-cresol(1 mL, 9.6 mmol) in CH2Cl2 (10 mL) was added tert-butyldimethylsilyl chloride (1.5 g, 10 mmol), triethyl aimine (3 ml, 20 mmol. The reaction was stirred at room temperature overnight. It was filtered and filtrate was concentrated and purified by column chromatography on ISCO (40 g) with 10% ethyl acetate in hexanes to yield tert-butyldimethyl(m-tolyloxy)silane as a colorless oil (1.31 g, 62%). HPLC retention time (Method C)=3.22 min. LC/MS (ESD (M+H)+=223.